This data is from the Open Reaction Database (ORD), a public repository of structured organic reaction records. The task is: describe an organic reaction: reactants, conditions, products, and yield Reactants: NCCOC=1C=C(C#N)C=CC1 (3-(2-aminoethoxy)benzonitrile), C(C)(C)N(CC)C(C)C (diisopropylethylamine), BrCC(=O)Cl (bromoacetyl chloride). Run in O1CCCC1 (tetrahydrofuran), O1CCCC1 (tetrahydrofuran). Reaction conditions: time 8 hour. Yields the product C(#N)C=1C=C(OCCNC(CBr)=O)C=CC1 (N-[2-(3-cyanophenoxy)ethyl]bromoacetamide). Reaction SMILES: [NH2:1][CH2:2][CH2:3][O:4][C:5]1[CH:6]=[C:7]([CH:10]=[CH:11][CH:12]=1)[C:8]#[N:9].C(N(C(C)C)CC)(C)C.[Br:22][CH2:23][C:24](Cl)=[O:25]>O1CCCC1>[C:8]([C:7]1[CH:6]=[C:5]([CH:12]=[CH:11][CH:10]=1)[O:4][CH2:3][CH2:2][NH:1][C:24](=[O:25])[CH2:23][Br:22])#[N:9]. Procedure details: 1.50 g (9.26 mmol) of 3-(2-aminoethoxy)benzonitrile and 1.77 ml (10.2 mmol) of diisopropylethylamine were dissolved in 15 ml of tetrahydrofuran. A solution of 0.92 ml (11.1 mmol) of bromoacetyl chloride in 5 ml of tetrahydrofuran was added to the obtained solution at 0° C., and they were stirred for 8 hours. The solvent was evaporated, and the residue was purified by the silica gel column chromatography to obtain the title compound. The reactants are ClB(Cl)Cl, ClCCl, CCOC(=O)c1cnn(C)c1-c1ccc(Cl)cc1C(OC)c1ccccc1F. Product: CCOC(=O)c1cnn(C)c1-c1ccc(Cl)cc1C(Cl)c1ccccc1F. RXN SMILES: [B:29]([Cl:30])([Cl:31])[Cl:32].[CH2:33]([Cl:34])[Cl:35].[Cl:1][c:2]1[cH:3][c:4]([CH:19]([c:20]2[c:21]([F:26])[cH:22][cH:23][cH:24][cH:25]2)[O:27][CH3:28])[c:5](-[c:8]2[n:9]([CH3:18])[n:10][cH:11][c:12]2[C:13](=[O:14])[O:15][CH2:16][CH3:17])[cH:6][cH:7]1>>[Cl:1][c:2]1[cH:3][c:4]([CH:19]([c:20]2[c:21]([F:26])[cH:22][cH:23][cH:24][cH:25]2)[Cl:30])[c:5](-[c:8]2[n:9]([CH3:18])[n:10][cH:11][c:12]2[C:13](=[O:14])[O:15][CH2:16][CH3:17])[cH:6][cH:7]1. The reactants are COc1cc2[nH]ccc2cc1OCc1ccccc1, CO. As a reaction SMILES: [CH2:1]([c:2]1[cH:3][cH:4][cH:5][cH:6][cH:7]1)[O:8][c:9]1[cH:10][c:11]2[cH:12][cH:13][nH:14][c:15]2[cH:16][c:17]1[O:18][CH3:19].[CH3:20][OH:21]>>[OH:8][c:9]1[cH:10][c:11]2[cH:12][cH:13][nH:14][c:15]2[cH:16][c:17]1[O:18][CH3:19]. Product: COc1cc2[nH]ccc2cc1O. The reactants are FC1=CC=C(OC2=C(C(=O)O)C=CC=N2)C=C1 (2-(4-Fluoro-phenoxy)-nicotinic acid), NCC1=C(C=C(C=C1)C(C)(C)O)F (2-(4-Aminomethyl-3-fluoro-phenyl)-propan-2-ol). Yields the product FC1=C(CNC(C2=C(N=CC=C2)OC2=CC=C(C=C2)F)=O)C=CC(=C1)C(C)(C)O (N-[2-Fluoro-4-(1-hydroxy-1-methyl-ethyl)-benzyl]-2-(4-fluoro-phenoxy)-nicotinamide). As a reaction SMILES: [F:1][C:2]1[CH:17]=[CH:16][C:5]([O:6][C:7]2[N:15]=[CH:14][CH:13]=[CH:12][C:8]=2[C:9]([OH:11])=O)=[CH:4][CH:3]=1.[NH2:18][CH2:19][C:20]1[CH:25]=[CH:24][C:23]([C:26]([OH:29])([CH3:28])[CH3:27])=[CH:22][C:21]=1[F:30]>>[F:30][C:21]1[CH:22]=[C:23]([C:26]([OH:29])([CH3:27])[CH3:28])[CH:24]=[CH:25][C:20]=1[CH2:19][NH:18][C:9](=[O:11])[C:8]1[CH:12]=[CH:13][CH:14]=[N:15][C:7]=1[O:6][C:5]1[CH:4]=[CH:3][C:2]([F:1])=[CH:17][CH:16]=1. Reported procedure: Prepared from 2-(4-Fluoro-phenoxy)-nicotinic acid and 2-(4-Aminomethyl-3-fluoro-phenyl)-propan-2-ol. The reactants are BrC=1C=C(C=CC1)C1=NN2C(N=C(C(=C2I)C(C(=O)OC)=O)C)=C1 (methyl 2-(2-(3-bromophenyl)-7-iodo-5-methylpyrazolo[1,5-a]pyrimidin-6-yl)-2-oxoacetate), CB1OC([C@@H]2N1CCC2)(C2=CC=CC=C2)C2=CC=CC=C2.C1(=CC=CC=C1)C ((R)-1-methyl-3,3-diphenylhexahydropyrrolo[1,2-c][1,3,2]oxazaborole toluene). Solvent: C1(=CC=CC=C1)C (toluene), CCOC(=O)C (EtOAc), C(=O)([O-])[O-].[Na+].[Na+] (Na2CO3), C1(=CC=CC=C1)C (toluene). Conditions: temperature -35 celsius, time 30 minute. The product is BrC=1C=C(C=CC1)C1=NN2C(N=C(C(=C2I)[C@@H](C(=O)OC)O)C)=C1 ((S)-methyl 2-(2-(3-bromophenyl)-7-iodo-5-methylpyrazolo[1,5-a]pyrimidin-6-yl)-2-hydroxyacetate). Isolated yield 58.6%. Reaction SMILES: [Br:1][C:2]1[CH:3]=[C:4]([C:8]2[CH:24]=[C:11]3[N:12]=[C:13]([CH3:23])[C:14]([C:17](=[O:22])[C:18]([O:20][CH3:21])=[O:19])=[C:15]([I:16])[N:10]3[N:9]=2)[CH:5]=[CH:6][CH:7]=1.CB1N2CCC[C@@H]2C(C2C=CC=CC=2)(C2C=CC=CC=2)O1.C1(C)C=CC=CC=1>C1(C)C=CC=CC=1.CCOC(C)=O.C([O-])([O-])=O.[Na+].[Na+]>[Br:1][C:2]1[CH:3]=[C:4]([C:8]2[CH:24]=[C:11]3[N:12]=[C:13]([CH3:23])[C:14]([C@H:17]([OH:22])[C:18]([O:20][CH3:21])=[O:19])=[C:15]([I:16])[N:10]3[N:9]=2)[CH:5]=[CH:6][CH:7]=1 |f:1.2,5.6.7|. Procedure details: To a stirred yellow solution of methyl 2-(2-(3-bromophenyl)-7-iodo-5-methylpyrazolo[1,5-a]pyrimidin-6-yl)-2-oxoacetate (1.7 g, 3.40 mmol) in anhydrous toluene (100 mL) was added 1.1M (R)-1-methyl-3,3-diphenylhexahydropyrrolo[1,2-c][1,3,2]oxazaborole/toluene (1.236 mL, 1.360 mmol). The mixture was cooled to −35° C. and a solution of catechoborane/toluene (1.166 mL, 4.76 mmol) was added over 5 min. After 30 min, the reaction mixture was slowly warmed to −15° C. and stirred for additional 2 h. and ... Starting materials: Br, COc1ccc2c(c1)CC(NCc1ccccc1)CC2, CC(=O)O, Cl. Yields the product Br, Oc1ccc2c(c1)CC(NCc1ccccc1)CC2. Reaction SMILES: [BrH:22].[CH2:2]([c:3]1[cH:4][cH:5][cH:6][cH:7][cH:8]1)[NH:9][CH:10]1[CH2:11][c:12]2[cH:13][c:14]([O:20][CH3:21])[cH:15][cH:16][c:17]2[CH2:18][CH2:19]1.[CH3:23][C:24](=[O:25])[OH:26].[ClH:1]>>[BrH:22].[CH2:2]([c:3]1[cH:4][cH:5][cH:6][cH:7][cH:8]1)[NH:9][CH:10]1[CH2:11][c:12]2[cH:13][c:14]([OH:20])[cH:15][cH:16][c:17]2[CH2:18][CH2:19]1. RXN SMILES: [NH2:1][CH2:2][CH:3]([OH:5])[CH3:4].CCN(C(C)C)C(C)C.[C:15](Cl)(=[O:22])[C:16]1[CH:21]=[CH:20][CH:19]=[CH:18][CH:17]=1>C(Cl)Cl>[OH:5][CH:3]([CH3:4])[CH2:2][NH:1][C:15](=[O:22])[C:16]1[CH:21]=[CH:20][CH:19]=[CH:18][CH:17]=1. Starting materials: CCN(C(C)C)C(C)C (Hünig's Base), NCC(C)O (1-amino-2-propanol), C(C1=CC=CC=C1)(=O)Cl (benzoyl chloride). Procedure details: Prepare a solution of 1-amino-2-propanol (5.0 g, 66.6 mmol) in methylene chloride (250 mL) at 0° C. under nitrogen. Add Hünig's Base (11.6 mL, 66.6 mmol) followed by benzoyl chloride (7.7 mL, 66.6 mmol). Warm the reaction mixture to room temperature and stir overnight. Wash the solution sequentially with brine (100 mL) and 1M HCl (75 mL), dry (Na2SO4), filter, and concentrate to afford 10.0 g of N-(2-hydroxypropyl)benzamide. MS: m/e=180 (MH+) The product is OC(CNC(C1=CC=CC=C1)=O)C (N-(2-hydroxypropyl)benzamide). The solvent is C(Cl)Cl (methylene chloride). Yield: 83.8%. Conditions: time 8 hour. Reactants: C1CCOC1, CCOC(C)=O, COc1cccc2c(=O)n(CCCC3CCNCC3)c(COc3ccc(Cl)cc3)nc12, ClCCCN1CCCCC1, Cl, [K+], [K+], O=C([O-])[O-], O. The product is COc1cccc2c(=O)n(CCCC3CCN(CCCN4CCCCC4)CC3)c(COc3ccc(Cl)cc3)nc12. As a reaction SMILES: [CH2:49]1[O:50][CH2:51][CH2:52][CH2:53]1.[CH3:55][CH2:56][O:57][C:58]([CH3:59])=[O:60].[Cl:1][c:2]1[cH:3][cH:4][c:5]([O:6][CH2:7][c:8]2[n:9][c:10]3[c:11]([O:28][CH3:29])[cH:12][cH:13][cH:14][c:15]3[c:16](=[O:27])[n:17]2[CH2:18][CH2:19][CH2:20][CH:21]2[CH2:22][CH2:23][NH:24][CH2:25][CH2:26]2)[cH:30][cH:31]1.[Cl:33][CH2:34][CH2:35][CH2:36][N:37]1[CH2:38][CH2:39][CH2:40][CH2:41][CH2:42]1.[ClH:32].[K+:43].[K+:44].[O-:45][C:46]([O-:47])=[O:48].[OH2:54]>>[Cl:1][c:2]1[cH:3][cH:4][c:5]([O:6][CH2:7][c:8]2[n:9][c:10]3[c:11]([O:28][CH3:29])[cH:12][cH:13][cH:14][c:15]3[c:16](=[O:27])[n:17]2[CH2:18][CH2:19][CH2:20][CH:21]2[CH2:22][CH2:23][N:24]([CH2:34][CH2:35][CH2:36][N:37]3[CH2:38][CH2:39][CH2:40][CH2:41][CH2:42]3)[CH2:25][CH2:26]2)[cH:30][cH:31]1. The solvent is C1CCOC1 (THF), [H-].[Na+] (NaH). Isolated yield 48.2%. Yields the product CN1C(=NC(C(=C1)CC=1C=NC=NC1)=O)SC (1-methyl-2-methylsulfanyl-5-pyrimidin-5-ylmethyl-1H-pyrimidin-4-one). Procedure: 2-Methylsulfanyl-5-pyrimidin-5-ylmethyl-1H-pyrimidin-4-one (50 mg, 0.213 mmol, 1 eq) was dissolved in dry THF (0.7 ml) and NaH, 60% (24.7 mg, 0.618 mmol, 2.9 eq) was added. After 30 min, the reaction mixture was treated with methyl iodide (133 μl, 2.13 mmol, 10 eq) and was stirred overnight. After overnight the excess NaH was quenched by a slow addition of water, diluted with brine (30 ml) and extracted with Et2O (3×20 ml). Combined organic layers were dried over anhydrous Na2SO4, filtered and e... The reactants are CSC=1NC=C(C(N1)=O)CC=1C=NC=NC1 (2-Methylsulfanyl-5-pyrimidin-5-ylmethyl-1H-pyrimidin-4-one), CI (methyl iodide). Run at time 30 minute. Reaction SMILES: [CH3:1][S:2][C:3]1[NH:4][CH:5]=[C:6]([CH2:10][C:11]2[CH:12]=[N:13][CH:14]=[N:15][CH:16]=2)[C:7](=[O:9])[N:8]=1.[CH3:17]I>C1COCC1.[H-].[Na+]>[CH3:17][N:4]1[CH:5]=[C:6]([CH2:10][C:11]2[CH:12]=[N:13][CH:14]=[N:15][CH:16]=2)[C:7](=[O:9])[N:8]=[C:3]1[S:2][CH3:1] |f:3.4|. Reactants: O=[N+]([O-])c1ccc(CBr)cc1, O=C([O-])[O-], Cc1ccccc1, [K+], [K+], c1c[nH]cn1. Product: O=[N+]([O-])c1ccc(Cc2ncc[nH]2)cc1. As a reaction SMILES: [Br:6][CH2:7][c:8]1[cH:9][cH:10][c:11]([N+:14](=[O:15])[O-:16])[cH:12][cH:13]1.[C:17](=[O:18])([O-:19])[O-:20].[CH3:23][c:24]1[cH:25][cH:26][cH:27][cH:28][cH:29]1.[K+:21].[K+:22].[nH:1]1[cH:2][n:3][cH:4][cH:5]1>>[nH:1]1[c:2]([CH2:7][c:8]2[cH:9][cH:10][c:11]([N+:14](=[O:15])[O-:16])[cH:12][cH:13]2)[n:3][cH:4][cH:5]1.